This data is from the Open Reaction Database (ORD), a public repository of structured organic reaction records. The task is: describe an organic reaction: reactants, conditions, products, and yield Reactants: CC(=O)O, O=Cc1ccccc1, ClCCCl, Cl, Cc1c(N)cn2ncc(C#N)c(Nc3ccc(Oc4ccccc4)cc3)c12. The product is Cc1c(NCc2ccccc2)cn2ncc(C#N)c(Nc3ccc(Oc4ccccc4)cc3)c12. RXN SMILES: [CH3:37][C:38](=[O:39])[OH:40].[CH:29](=[O:30])[c:31]1[cH:32][cH:33][cH:34][cH:35][cH:36]1.[Cl:41][CH2:42][CH2:43][Cl:44].[ClH:1].[NH2:2][c:3]1[c:4]([CH3:28])[c:5]2[n:6]([n:7][cH:8][c:9]([C:25]#[N:26])[c:10]2[NH:11][c:12]2[cH:13][cH:14][c:15]([O:18][c:19]3[cH:20][cH:21][cH:22][cH:23][cH:24]3)[cH:16][cH:17]2)[cH:27]1>>[NH:2]([c:3]1[c:4]([CH3:28])[c:5]2[n:6]([n:7][cH:8][c:9]([C:25]#[N:26])[c:10]2[NH:11][c:12]2[cH:13][cH:14][c:15]([O:18][c:19]3[cH:20][cH:21][cH:22][cH:23][cH:24]3)[cH:16][cH:17]2)[cH:27]1)[CH2:29][c:31]1[cH:32][cH:33][cH:34][cH:35][cH:36]1.